This data is from the Open Reaction Database (ORD), a public repository of structured organic reaction records. The task is: describe an organic reaction: reactants, conditions, products, and yield Yield: 67.3%. Conditions: time 24 hour. The solvent is ClCCl (dichloromethane), ClCCl (dichloromethane). Procedure details: N,N-Diisopropylethylamine (1.93 ml, 11.10 mmol) and chloromethylmethyl ether (0.56 ml, 7.40 mmol) were added under cooling on ice to a solution of 4-(3-{[tert-butyl(dimethyl)silyl]oxy}-2-hydroxypropyl)-6-methoxypyrido[2,3-b]pyrazin-3(4H)-one (1.35 g, 3.70 mmol) in dichloromethane (20 ml) and the mixture was stirred for 24 hours. The reaction solution was diluted with dichloromethane and washed with water. The organic layer was dried over anhydrous sodium sulfate, the solvent was removed under re... Starting materials: C(C)(C)N(C(C)C)CC (N,N-Diisopropylethylamine), ClCOC (chloromethylmethyl ether), [Si](C)(C)(C(C)(C)C)OCC(CN1C2=C(N=CC1=O)C=CC(=N2)OC)O (4-(3-{[tert-butyl(dimethyl)silyl]oxy}-2-hydroxypropyl)-6-methoxypyrido[2,3-b]pyrazin-3(4H)-one). The product is [Si](C)(C)(C(C)(C)C)OCC(CN1C2=C(N=CC1=O)C=CC(=N2)OC)OCOC (4-[3-{[tert-Butyl(dimethyl)silyl]oxy}-2-(methoxymethoxy)propyl]-6-methoxypyrido[2,3-b]pyrazin-3(4H)-one). As a reaction SMILES: C(N(CC)C(C)C)(C)C.Cl[CH2:11][O:12][CH3:13].[Si:14]([O:21][CH2:22][CH:23]([OH:38])[CH2:24][N:25]1[C:30](=[O:31])[CH:29]=[N:28][C:27]2[CH:32]=[CH:33][C:34]([O:36][CH3:37])=[N:35][C:26]1=2)([C:17]([CH3:20])([CH3:19])[CH3:18])([CH3:16])[CH3:15]>ClCCl>[Si:14]([O:21][CH2:22][CH:23]([O:38][CH2:11][O:12][CH3:13])[CH2:24][N:25]1[C:30](=[O:31])[CH:29]=[N:28][C:27]2[CH:32]=[CH:33][C:34]([O:36][CH3:37])=[N:35][C:26]1=2)([C:17]([CH3:20])([CH3:19])[CH3:18])([CH3:15])[CH3:16]. Reactants: CCCCOC(=O)C(NC(=O)OC(C)(C)C)OC(C)=O, O, [Li]c1ccccc1. Product: CCCCOC(=O)C(NC(=O)OC(C)(C)C)c1ccccc1. RXN SMILES: [CH2:8]([CH2:9][CH2:10][CH3:11])[O:12][C:13]([CH:14]([NH:15][C:16](=[O:17])[O:18][C:19]([CH3:20])([CH3:21])[CH3:22])[O:23][C:24](=[O:25])[CH3:26])=[O:27].[OH2:28].[c:1]1([Li:7])[cH:2][cH:3][cH:4][cH:5][cH:6]1>>[c:1]1([CH:14]([C:13]([O:12][CH2:8][CH2:9][CH2:10][CH3:11])=[O:27])[NH:15][C:16](=[O:17])[O:18][C:19]([CH3:20])([CH3:21])[CH3:22])[cH:2][cH:3][cH:4][cH:5][cH:6]1. Starting materials: B, CC(C)(C)OC(=O)NC(Cc1c[nH]c2ccccc12)C(=O)O, C1CCOC1, C1CCOC1. Product: CC(C)(C)OC(=O)NC(CO)Cc1c[nH]c2ccccc12. As a reaction SMILES: [BH3:6].[C:7](=[O:8])([O:9][C:10]([CH3:11])([CH3:12])[CH3:13])[NH:14][CH:15]([CH2:16][c:17]1[cH:18][nH:19][c:20]2[cH:21][cH:22][cH:23][cH:24][c:25]12)[C:26](=[O:27])[OH:28].[CH2:29]1[O:30][CH2:31][CH2:32][CH2:33]1.[O:1]1[CH2:2][CH2:3][CH2:4][CH2:5]1>>[C:7](=[O:8])([O:9][C:10]([CH3:11])([CH3:12])[CH3:13])[NH:14][CH:15]([CH2:16][c:17]1[cH:18][nH:19][c:20]2[cH:21][cH:22][cH:23][cH:24][c:25]12)[CH2:26][OH:27]. The product is COc1c(C)cc(C=NO)cc1C. Starting materials: O=C([O-])[O-], COc1c(C)cc(C=O)cc1C, CCO, CCOC(C)=O, Cl, NO, [Na+], [Na+]. RXN SMILES: [C:16](=[O:17])([O-:18])[O-:19].[CH3:1][O:2][c:3]1[c:4]([CH3:12])[cH:5][c:6]([CH:7]=[O:8])[cH:9][c:10]1[CH3:11].[CH3:22][CH2:23][OH:24].[CH3:25][CH2:26][O:27][C:28]([CH3:29])=[O:30].[ClH:13].[NH2:14][OH:15].[Na+:20].[Na+:21]>>[CH3:1][O:2][c:3]1[c:4]([CH3:12])[cH:5][c:6]([CH:7]=[N:14][OH:15])[cH:9][c:10]1[CH3:11]. Reactants: B, C1CCOC1, O=C(O)CC1CCC(c2ccc(NC(=O)c3nnc(Nc4ccccc4F)o3)cc2)CC1. Yields the product O=C(Nc1ccc(C2CCC(CCO)CC2)cc1)c1nnc(Nc2ccccc2F)o1. As a reaction SMILES: [BH3:1].[CH2:34]1[O:35][CH2:36][CH2:37][CH2:38]1.[F:2][c:3]1[c:4]([NH:9][c:10]2[n:11][n:12][c:13]([C:15](=[O:16])[NH:17][c:18]3[cH:19][cH:20][c:21]([CH:24]4[CH2:25][CH2:26][CH:27]([CH2:30][C:31](=[O:32])[OH:33])[CH2:28][CH2:29]4)[cH:22][cH:23]3)[o:14]2)[cH:5][cH:6][cH:7][cH:8]1>>[F:2][c:3]1[c:4]([NH:9][c:10]2[n:11][n:12][c:13]([C:15](=[O:16])[NH:17][c:18]3[cH:19][cH:20][c:21]([CH:24]4[CH2:25][CH2:26][CH:27]([CH2:30][CH2:31][OH:32])[CH2:28][CH2:29]4)[cH:22][cH:23]3)[o:14]2)[cH:5][cH:6][cH:7][cH:8]1. Starting materials: C(C)(C)(C)OC(NC1=C(C=C(C=C1)C(F)(F)F)N)=O ((2-amino-4-trifluoromethyl-phenyl)-carbamic acid tert-butyl ester), C(C)(C)(C)OC(CC(C1=CC(=CC=C1)C1=CC=NC=C1)=O)=O (3-oxo-3-(3-pyridin-4-yl-phenyl)-propionic acid tert-butyl ester). Yields the product C(C)(C)(C)OC(NC1=C(C=C(C=C1)C(F)(F)F)NC(CC(C1=CC(=CC=C1)C1=CC=NC=C1)=O)=O)=O ({2-[3-Oxo-3-(3-pyridin-4-yl-phenyl)-propionylamino]-4-trifluoromethyl-phenyl}-carbamic acid tert-butyl ester), solid. Reaction SMILES: [C:1]([O:5][C:6](=[O:19])[NH:7][C:8]1[CH:13]=[CH:12][C:11]([C:14]([F:17])([F:16])[F:15])=[CH:10][C:9]=1[NH2:18])([CH3:4])([CH3:3])[CH3:2].C([O:24][C:25](=O)[CH2:26][C:27](=[O:40])[C:28]1[CH:33]=[CH:32][CH:31]=[C:30]([C:34]2[CH:39]=[CH:38][N:37]=[CH:36][CH:35]=2)[CH:29]=1)(C)(C)C>>[C:1]([O:5][C:6](=[O:19])[NH:7][C:8]1[CH:13]=[CH:12][C:11]([C:14]([F:17])([F:16])[F:15])=[CH:10][C:9]=1[NH:18][C:25](=[O:24])[CH2:26][C:27](=[O:40])[C:28]1[CH:33]=[CH:32][CH:31]=[C:30]([C:34]2[CH:35]=[CH:36][N:37]=[CH:38][CH:39]=2)[CH:29]=1)([CH3:4])([CH3:2])[CH3:3]. Reported procedure: The title compound was prepared from (2-amino-4-trifluoromethyl-phenyl)-carbamic acid tert-butyl ester (Example J3) and 3-oxo-3-(3-pyridin-4-yl-phenyl)-propionic acid tert-butyl ester (Example K2) according to the general procedure M. Obtained as a white solid (275 mg). The reactants are CN(C(C1NC(CC1)C1=CC=CC=C1)=O)C1=CC=CC=C1 ((2RS,5SR)-N-methyl-N-phenyl-5-phenylprolinamide), CC=1C=C(C=CC1)NC(NCC(=O)O)=O (2-[3-(3-methylphenyl)ureido]acetic acid). Run in ClCCCl (1,2-dichloroethane). The product is CN(C(C1N(C(CC1)C1=CC=CC=C1)C(CNC(=O)NC1=CC(=CC=C1)C)=O)=O)C1=CC=CC=C1 ((2RS,5SR)-N-methyl-1-[3-(3-methylphenyl)ureidoacetyl]-N-phenyl-5-phenylprolinamide). Isolated yield 49.7%. RXN SMILES: [CH3:1][N:2]([C:16]1[CH:21]=[CH:20][CH:19]=[CH:18][CH:17]=1)[C:3](=[O:15])[CH:4]1[CH2:8][CH2:7][CH:6]([C:9]2[CH:14]=[CH:13][CH:12]=[CH:11][CH:10]=2)[NH:5]1.[CH3:22][C:23]1[CH:24]=[C:25]([NH:29][C:30](=[O:36])[NH:31][CH2:32][C:33](O)=[O:34])[CH:26]=[CH:27][CH:28]=1>ClCCCl>[CH3:1][N:2]([C:16]1[CH:21]=[CH:20][CH:19]=[CH:18][CH:17]=1)[C:3](=[O:15])[CH:4]1[CH2:8][CH2:7][CH:6]([C:9]2[CH:14]=[CH:13][CH:12]=[CH:11][CH:10]=2)[N:5]1[C:33](=[O:34])[CH2:32][NH:31][C:30]([NH:29][C:25]1[CH:26]=[CH:27][CH:28]=[C:23]([CH3:22])[CH:24]=1)=[O:36]. Procedure details: By proceeding in a fashion similar to that described in Example 1, but starting from 1.2 g of (2RS,5SR)-N-methyl-N-phenyl-5-phenylprolinamide, 0.94 g of 2-[3-(3-methylphenyl)ureido]acetic acid in suspension in 25 cm3 of 1,2-dichloroethane and 0.33 cm3 of sulphinyl chloride, after recrystallization in acetonitrile, 1 g of (2RS,5SR)-N-methyl-1-[3-(3-methylphenyl)ureidoacetyl]-N-phenyl-5-phenylprolinamide, melting at 210° C., is obtained. Starting materials: CC(C)(OC(=O)N1CCC(CC1)N(C1=NC=CC=C1NC(C=C)(C)C)C)C (1-[1,1-Dimethylethoxycarbonyl]-4-[N-methyl-N-(3-(1,1-dimethylprop-2-enylamino)-2-pyridinyl)amino]piperidine). The reagents and catalysts are [Ni] (Raney Nickel). Solvent: C(C)O (ethanol). Conditions: time 21 hour. The product is CC(C)(OC(=O)N1CCC(CC1)N(C1=NC=CC=C1NC(CC)(C)C)C)C (1-[1,1-Dimethylethoxycarbonyl]-4-[N-methyl-N-(3-(1,1-dimethylpropyl amino)-2-pyridinyl)amino]piperidine). Reaction SMILES: [CH3:1][C:2]([CH3:27])([O:4][C:5]([N:7]1[CH2:12][CH2:11][CH:10]([N:13]([CH3:26])[C:14]2[C:19]([NH:20][C:21]([CH3:25])([CH3:24])[CH:22]=[CH2:23])=[CH:18][CH:17]=[CH:16][N:15]=2)[CH2:9][CH2:8]1)=[O:6])[CH3:3]>C(O)C.[Ni]>[CH3:27][C:2]([CH3:3])([O:4][C:5]([N:7]1[CH2:12][CH2:11][CH:10]([N:13]([CH3:26])[C:14]2[C:19]([NH:20][C:21]([CH3:25])([CH3:24])[CH2:22][CH3:23])=[CH:18][CH:17]=[CH:16][N:15]=2)[CH2:9][CH2:8]1)=[O:6])[CH3:1]. Procedure details: To a mixture of 1-[1,1-dimethylethoxycarbonyl]-4-[N-methyl-N-(3-(1,1-dimethylprop-2-enylamino)-2-pyridinyl)amino]piperidine (EXAMPLE 62, 2.41 g) in absolute ethanol (40 ml) under nitrogen is added wet Raney Nickel (620 mg). The mixture is put under a hydrogen atmosphere at 40 psi for 21 hrs, filtered through diatomaceous earth, and concentrated to give an oil which is chromatographed (silica gel, 70-230 mesh, 250 g; eluting with a gradient of ethyl acetate/hexane (10/90-35/65)), to give the titl... The reactants are C(C)(C)(C)C1=CC(=C(C=N1)C=1N([C@]([C@](N1)(C)C1=CC=C(C=C1)Cl)(C)C1=CC=C(C=C1)Cl)C(=O)Cl)OCC ((4S,5R)-2-(6-tert-butyl-4-ethoxy-pyridin-3-yl)-4,5-bis-(4-chloro-phenyl)-4,5-dimethyl-4,5-dihydro-imidazole-1-carbonyl chloride), CN1CCN(CC1)C(CN1CCNCC1)=O (1-(4-methylpiperazin-1-yl)-2-piperazin-1-yl-ethanone). The product is C(C)(C)(C)C1=CC(=C(C=N1)C=1N([C@]([C@](N1)(C)C1=CC=C(C=C1)Cl)(C)C1=CC=C(C=C1)Cl)C(=O)N1CCN(CC1)CC(=O)N1CCN(CC1)C)OCC (2-{4-[(4S,5R)-2-(6-tert-Butyl-4-ethoxy-pyridin-3-yl)-4,5-bis-(4-chloro-phenyl)-4,5-dimethyl-4,5-dihydro-imidazole-1-carbonyl]-piperazin-1-yl}-1-(4-methyl-piperazin-1-yl)-ethanone). As a reaction SMILES: [C:1]([C:5]1[N:10]=[CH:9][C:8]([C:11]2[N:12]([C:32](Cl)=[O:33])[C@@:13]([C:25]3[CH:30]=[CH:29][C:28]([Cl:31])=[CH:27][CH:26]=3)([CH3:24])[C@@:14]([C:17]3[CH:22]=[CH:21][C:20]([Cl:23])=[CH:19][CH:18]=3)([CH3:16])[N:15]=2)=[C:7]([O:35][CH2:36][CH3:37])[CH:6]=1)([CH3:4])([CH3:3])[CH3:2].[CH3:38][N:39]1[CH2:44][CH2:43][N:42]([C:45](=[O:53])[CH2:46][N:47]2[CH2:52][CH2:51][NH:50][CH2:49][CH2:48]2)[CH2:41][CH2:40]1>>[C:1]([C:5]1[N:10]=[CH:9][C:8]([C:11]2[N:12]([C:32]([N:50]3[CH2:49][CH2:48][N:47]([CH2:46][C:45]([N:42]4[CH2:41][CH2:40][N:39]([CH3:38])[CH2:44][CH2:43]4)=[O:53])[CH2:52][CH2:51]3)=[O:33])[C@@:13]([C:25]3[CH:26]=[CH:27][C:28]([Cl:31])=[CH:29][CH:30]=3)([CH3:24])[C@@:14]([C:17]3[CH:18]=[CH:19][C:20]([Cl:23])=[CH:21][CH:22]=3)([CH3:16])[N:15]=2)=[C:7]([O:35][CH2:36][CH3:37])[CH:6]=1)([CH3:2])([CH3:3])[CH3:4]. Procedure details: In a manner analogous to the method described in examples 8, (4S,5R)-2-(6-tert-butyl-4-ethoxy-pyridin-3-yl)-4,5-bis-(4-chloro-phenyl)-4,5-dimethyl-4,5-dihydro-imidazole-1-carbonyl chloride (example 51) was coupled with 1-(4-methylpiperazin-1-yl)-2-piperazin-1-yl-ethanone (Ibscreen-BB) to give the title compound. HR-MS (ES, m/z) calculated for C40H52Cl2N7O3 [(M+H)+] 748.3503, observed 748.3504.